From a dataset of the Open Reaction Database (ORD), a public repository of structured organic reaction records. describe an organic reaction: reactants, conditions, products, and yield Starting materials: FC1=C(C=CC=C1)C(F)(F)F (2-fluoro-(trifluoromethyl)benzene), N12CC(C(CC1)CC2)O (3-quinuclidinol), [H-].[Na+] (sodium hydride). Run in CN(C=O)C (DMF), CN(C=O)C (N,N-dimethylformamide), CN(C=O)C (DMF). Conditions: temperature 70 celsius, time 15 minute. Yields the product FC(C1=C(OC2CN3CCC2CC3)C=CC=C1)(F)F (3-[2-(trifluoromethyl)phenoxy]-1-azabicyclo[2.2.2 ]octane). Isolated yield 79.0%. Reaction SMILES: [N:1]12[CH2:8][CH2:7][CH:4]([CH2:5][CH2:6]1)[CH:3]([OH:9])[CH2:2]2.[H-].[Na+].F[C:13]1[CH:18]=[CH:17][CH:16]=[CH:15][C:14]=1[C:19]([F:22])([F:21])[F:20]>CN(C)C=O>[F:20][C:19]([F:22])([F:21])[C:14]1[CH:15]=[CH:16][CH:17]=[CH:18][C:13]=1[O:9][CH:3]1[CH:4]2[CH2:7][CH2:8][N:1]([CH2:6][CH2:5]2)[CH2:2]1 |f:1.2|. Procedure: A solution of 1.78 g (14 mmol) of 3-quinuclidinol in 20 ml of dry N,N-dimethylformamide (DMF) was added dropwise under nitrogen to a suspension of 0.6 g (15 mmol) of sodium hydride in 20 ml of dry DMF. The mixture was stirred for 15 min at 70° C., and a solution of 3.8 ml (30 mmol) of 2-fluoro-(trifluoromethyl)benzene in 8 ml of dry DMF was added dropwise. The mixture was stirred for another 1.5 h, after which the solvent was evaporated. The residue was dissolved in ethyl acetate and washed with... The reactants are CO, CSCC(CN(C)Cc1c[nH]c2c(N)ncnc12)C1COC(C)(C)O1, Cl. Yields the product CSCC(CN(C)Cc1c[nH]c2c(N)ncnc12)C(O)CO. As a reaction SMILES: [CH3:27][OH:28].[CH3:2][C:3]1([CH3:26])[O:4][CH2:5][CH:6]([CH:8]([CH2:9][N:10]([CH3:11])[CH2:12][c:13]2[cH:14][nH:15][c:16]3[c:17]2[n:18][cH:19][n:20][c:21]3[NH2:22])[CH2:23][S:24][CH3:25])[O:7]1.[ClH:1]>>[OH:4][CH2:5][CH:6]([OH:7])[CH:8]([CH2:9][N:10]([CH3:11])[CH2:12][c:13]1[cH:14][nH:15][c:16]2[c:17]1[n:18][cH:19][n:20][c:21]2[NH2:22])[CH2:23][S:24][CH3:25]. The reactants are [Al+3], C1CCOC1, Cc1ccc(F)c(C(=O)O)c1, [H-], [H-], [H-], [H-], [Li+]. The product is Cc1ccc(F)c(CO)c1. RXN SMILES: [Al+3:2].[CH2:18]1[O:19][CH2:20][CH2:21][CH2:22]1.[F:7][c:8]1[c:9]([C:10](=[O:11])[OH:12])[cH:13][c:14]([CH3:17])[cH:15][cH:16]1.[H-:1].[H-:4].[H-:5].[H-:6].[Li+:3]>>[F:7][c:8]1[c:9]([CH2:10][OH:11])[cH:13][c:14]([CH3:17])[cH:15][cH:16]1. Starting materials: NC[C@@H](O)C1=CC=CC=C1 (2-amino-1(S)-phenylethanol), C(#N)[BH3-].[Na+] (sodium cyanoborohydride), O=C(COC1=CC=C(C=C1)CCO)C (2-[4-(2-oxopropoxy)phenyl]ethanol), C1=CC=CC=C1 (benzene). Run in O (water), CO (methanol). Yields the product OCCC1=CC=C(OCC(C)NC[C@@H](O)C2=CC=CC=C2)C=C1 (2-{2-[4-(2-Hydroxyethyl)phenoxy]-1-methylethyl}amino-1-(S)-phenylethanol). Isolated yield 16.5%. RXN SMILES: [NH2:1][CH2:2][C@H:3]([C:5]1[CH:10]=[CH:9][CH:8]=[CH:7][CH:6]=1)[OH:4].O=[C:12]([CH3:24])[CH2:13][O:14][C:15]1[CH:20]=[CH:19][C:18]([CH2:21][CH2:22][OH:23])=[CH:17][CH:16]=1.C1C=CC=CC=1.C([BH3-])#N.[Na+]>O.CO>[OH:23][CH2:22][CH2:21][C:18]1[CH:19]=[CH:20][C:15]([O:14][CH2:13][CH:12]([NH:1][CH2:2][C@H:3]([C:5]2[CH:10]=[CH:9][CH:8]=[CH:7][CH:6]=2)[OH:4])[CH3:24])=[CH:16][CH:17]=1 |f:3.4|. Procedure: A procedure similar to that described in Example 3 was repeated, except that 1.4 g of 2-amino-1(S)-phenylethanol (prepared as described in Preparation 16), 2.4 g of 2-[4-(2-oxopropoxy)phenyl]ethanol (prepared as described in Preparation 7), 100 ml of benzene, 100 ml of absolute methanol and 0.95 g of sodium cyanoborohydride were used and that, after the reaction, the reaction mixture was diluted with water and extracted with ethyl acetate. The extract was then concentrated by evaporation under r... Reactants: CS(=O)[O-].[Na+] (sodium methanesulphinate), C(C)(=O)OCC1=CN(C2=CC=CC=C2C1=O)C (3-acetoxymethyl-1-methyl-4-quinolone), CS(=O)[O-].[Na+] (sodium methanesulphinate). Solvent: CC(=O)C (acetone), O (water). The product is CN1C=C(C(C2=CC=CC=C12)=O)CS(=O)(=O)C (1-methyl-3-methylsulphonylmethyl-4-quinolone). As a reaction SMILES: C(O[CH2:5][C:6]1[C:15](=[O:16])[C:14]2[C:9](=[CH:10][CH:11]=[CH:12][CH:13]=2)[N:8]([CH3:17])[CH:7]=1)(=O)C.[CH3:18][S:19]([O-:21])=[O:20].[Na+]>CC(C)=O.O>[CH3:17][N:8]1[C:9]2[C:14](=[CH:13][CH:12]=[CH:11][CH:10]=2)[C:15](=[O:16])[C:6]([CH2:5][S:19]([CH3:18])(=[O:21])=[O:20])=[CH:7]1 |f:1.2|. Procedure details: To a solution of 3-acetoxymethyl-1-methyl-4-quinolone (0.8 g.) in acetone (15 ml.) was added a solution of sodium methanesulphinate (0.53 g.) in water (10 ml.). The mixture was boiled under reflux for 24 hours. Further sodium methanesulphinate (0.14 g.) was added and the mixture was boiled under reflux for 4 hours. Acetone was evaporated from the mixture, causing the separation of a white solid which was recrystallised from industrial methylated spirit to give 1-methyl-3-methylsulphonylmethyl-4-...